This data is from the Open Reaction Database (ORD), a public repository of structured organic reaction records. The task is: describe an organic reaction: reactants, conditions, products, and yield The reactants are COC=1C=C(CC2N(CCCC3=C2C=C(C(=C3)OC)OC)C(C(=O)O)C3=CC=CC=C3)C=CC1OC ([1-(3,4-dimethoxy-benzyl)-7,8-dimethoxy-1,3,4,5-tetrahydro-benzo[c]azepin-2-yl]-phenyl-acetic acid), NCCC(=O)N(C)CC (3-amino-N-ethyl-N-methyl-propionamide). Yields the product COC=1C=C(CC2N(CCCC3=C2C=C(C(=C3)OC)OC)C(C(=O)NCCC(=O)N(C)CC)C3=CC=CC=C3)C=CC1OC (3-{2-[1-(3,4-Dimethoxy-benzyl)-7,8-dimethoxy-1,3,4,5-tetrahydro-benzo[c]azepin-2-yl]-2-phenyl-acetylamino}-N-ethyl-N-methyl-propionamide). As a reaction SMILES: [CH3:1][O:2][C:3]1[CH:4]=[C:5]([CH:32]=[CH:33][C:34]=1[O:35][CH3:36])[CH2:6][CH:7]1[C:13]2[CH:14]=[C:15]([O:20][CH3:21])[C:16]([O:18][CH3:19])=[CH:17][C:12]=2[CH2:11][CH2:10][CH2:9][N:8]1[CH:22]([C:26]1[CH:31]=[CH:30][CH:29]=[CH:28][CH:27]=1)[C:23]([OH:25])=O.[NH2:37][CH2:38][CH2:39][C:40]([N:42]([CH2:44][CH3:45])[CH3:43])=[O:41]>>[CH3:1][O:2][C:3]1[CH:4]=[C:5]([CH:32]=[CH:33][C:34]=1[O:35][CH3:36])[CH2:6][CH:7]1[C:13]2[CH:14]=[C:15]([O:20][CH3:21])[C:16]([O:18][CH3:19])=[CH:17][C:12]=2[CH2:11][CH2:10][CH2:9][N:8]1[CH:22]([C:26]1[CH:27]=[CH:28][CH:29]=[CH:30][CH:31]=1)[C:23]([NH:37][CH2:38][CH2:39][C:40]([N:42]([CH2:44][CH3:45])[CH3:43])=[O:41])=[O:25]. Reported procedure: prepared by reaction of [1-(3,4-dimethoxy-benzyl)-7,8-dimethoxy-1,3,4,5-tetrahydro-benzo[c]azepin-2-yl]-phenyl-acetic acid with 3-amino-N-ethyl-N-methyl-propionamide. Starting materials: NC1=C2C(=NC=N1)N(N=C2C2=CC=C(C=C2)OC2=CC=CC=C2)C2CN(CCC2)C(CC#N)=O (3-[3-[4-amino-3-(4-phenoxyphenyl)-1H-pyrazolo[3,4-d]pyrimidin-1-yl]piperidin-1-yl]-3-oxopropanenitrile), N1CCCCC1 (piperidine), C1(CC1)C=O (cyclopropanecarbaldehyde). Run in CO (methanol). Run at time 24 hour. The product is NC1=C2C(=NC=N1)N(N=C2C2=CC=C(C=C2)OC2=CC=CC=C2)C2CN(CCC2)C(=O)C(C#N)=CC2CC2 (2-(3-(4-amino-3-(4-phenoxyphenyl)-1H-pyrazolo[3,4-d]pyrimidin-1-yl)piperidine-1-carbonyl)-3-cyclopropylacrylonitrile). The yield is 65.0%. Reaction SMILES: [NH2:1][C:2]1[N:7]=[CH:6][N:5]=[C:4]2[N:8]([CH:24]3[CH2:29][CH2:28][CH2:27][N:26]([C:30](=[O:34])[CH2:31][C:32]#[N:33])[CH2:25]3)[N:9]=[C:10]([C:11]3[CH:16]=[CH:15][C:14]([O:17][C:18]4[CH:23]=[CH:22][CH:21]=[CH:20][CH:19]=4)=[CH:13][CH:12]=3)[C:3]=12.N1[CH2:40][CH2:39][CH2:38][CH2:37]C1.C1(C=O)CC1>CO>[NH2:1][C:2]1[N:7]=[CH:6][N:5]=[C:4]2[N:8]([CH:24]3[CH2:29][CH2:28][CH2:27][N:26]([C:30]([C:31](=[CH:37][CH:38]4[CH2:40][CH2:39]4)[C:32]#[N:33])=[O:34])[CH2:25]3)[N:9]=[C:10]([C:11]3[CH:12]=[CH:13][C:14]([O:17][C:18]4[CH:19]=[CH:20][CH:21]=[CH:22][CH:23]=4)=[CH:15][CH:16]=3)[C:3]=12. Procedure: A mixture of 3-[3-[4-amino-3-(4-phenoxyphenyl)-1H-pyrazolo[3,4-d]pyrimidin-1-yl]piperidin-1-yl]-3-oxopropanenitrile (120 mg, 0.26 mmol, 1.00 equiv), piperidine (27 mg, 0.28 mmol, 1.07 equiv) and cyclopropanecarbaldehyde (28 mg, 0.40 mmol, 1.51 equiv) in methanol (8 mL) was stirred in sealed tube at room temperature for 24 h. The resulting mixture was concentrated under vacuum and the residue was purified on a silica gel column eluted with dichloromethane/methanol (100/1) to give 85.4 mg (64%) of... Starting materials: [N+](=O)([O-])C1=C(N)C=CC(=C1)OCSC (2-nitro-4-methylthiomethoxyaniline), CO (methanol). The reagents and catalysts are [Fe] (iron). Solvent: C(C)(=O)O (acetic acid). Yields the product NC1=C(C=C(C=C1)OCSC)N (1,2-diamino-4-methylthiomethoxybenzene). RXN SMILES: [N+:1]([C:4]1[CH:10]=[C:9]([O:11][CH2:12][S:13][CH3:14])[CH:8]=[CH:7][C:5]=1[NH2:6])([O-])=O.CO>[Fe].C(O)(=O)C>[NH2:6][C:5]1[CH:7]=[CH:8][C:9]([O:11][CH2:12][S:13][CH3:14])=[CH:10][C:4]=1[NH2:1]. Reported procedure: 4.5 g. of 2-nitro-4-methylthiomethoxyaniline in 95 ml. of methanol and 5 ml. of acetic acid is treated with 8 g. of iron powder and the mixture is refluxed for 4 hours. The hot solution is filtered and the solvent evaporated. The residue is treated with hot tetrahydrofuran. The mixture is filtered and the solvent evaporated to give 1,2-diamino-4-methylthiomethoxybenzene. The reactants are CN(C)Cc1cccc(B2OC(C)(C)C(C)(C)O2)c1, COc1cccc(-c2nc3cc(Cl)ccc3c(=O)n2CC(=O)NC(C)C)c1, CN(C)C=O, O. Yields the product COc1cccc(-c2nc3cc(-c4cccc(CN(C)C)c4)ccc3c(=O)n2CC(=O)NC(C)C)c1. Reaction SMILES: [CH3:28][N:29]([CH2:30][c:31]1[cH:32][c:33]([B:37]2[O:38][C:39]([CH3:40])([CH3:41])[C:42]([CH3:43])([CH3:44])[O:45]2)[cH:34][cH:35][cH:36]1)[CH3:46].[Cl:1][c:2]1[cH:3][cH:4][c:5]2[c:6](=[O:27])[n:7]([CH2:20][C:21](=[O:22])[NH:23][CH:24]([CH3:25])[CH3:26])[c:8](-[c:12]3[cH:13][c:14]([O:18][CH3:19])[cH:15][cH:16][cH:17]3)[n:9][c:10]2[cH:11]1.[O:47]=[CH:48][N:49]([CH3:50])[CH3:51].[OH2:52]>>[c:2]1(-[c:33]2[cH:32][c:31]([CH2:30][N:29]([CH3:28])[CH3:46])[cH:36][cH:35][cH:34]2)[cH:3][cH:4][c:5]2[c:6](=[O:27])[n:7]([CH2:20][C:21](=[O:22])[NH:23][CH:24]([CH3:25])[CH3:26])[c:8](-[c:12]3[cH:13][c:14]([O:18][CH3:19])[cH:15][cH:16][cH:17]3)[n:9][c:10]2[cH:11]1. Starting materials: C(C)OC(C1=CC=CC=C1)=O (benzoic acid ethyl ester), C(C)[SiH](CC)CC (triethylsilane), ClC=1C=C2C=C(NC2=CC1)CCN1C(C2=CC=CC=C2C1=O)=O (2-[2-(5-chloro-1 H-indol-2-yl)-ethyl]-isoindole-1,3-dione), FC(C(=O)O)(F)F (trifloroacetic acid). Run in CO (methanol), C(C)N(CC)CC (triethyl amine), ClCCl (dichloromethane). Conditions: temperature 5 celsius, time 1 hour. Yields the product C(C)OC(C1=CC=C(C=C1)CCCC1=C(NC2=CC=C(C=C12)Cl)CCN1C(C2=CC=CC=C2C1=O)=O)=O (4-(3-{5-Chloro-2-[2-(1,3-dioxo-1,3-dihydro-isoindol-2-yl)-ethyl]-1H-indol-3-yl}-propyl)-benzoic Acid Ethyl Ester). Yield: 50.0%. As a reaction SMILES: [CH2:1]([O:3][C:4](=[O:11])[C:5]1[CH:10]=[CH:9][CH:8]=[CH:7][CH:6]=1)[CH3:2].C([SiH]([CH2:17][CH3:18])CC)C.[Cl:19][C:20]1[CH:21]=[C:22]2[C:26](=[CH:27][CH:28]=1)[NH:25][C:24]([CH2:29][CH2:30][N:31]1[C:39](=[O:40])[C:38]3[C:33](=[CH:34][CH:35]=[CH:36][CH:37]=3)[C:32]1=[O:41])=[CH:23]2.F[C:43](F)(F)C(O)=O>ClCCl.CO.C(N(CC)CC)C>[CH2:1]([O:3][C:4](=[O:11])[C:5]1[CH:10]=[CH:9][C:8]([CH2:43][CH2:17][CH2:18][C:23]2[C:22]3[C:26](=[CH:27][CH:28]=[C:20]([Cl:19])[CH:21]=3)[NH:25][C:24]=2[CH2:29][CH2:30][N:31]2[C:32](=[O:41])[C:33]3[C:38](=[CH:37][CH:36]=[CH:35][CH:34]=3)[C:39]2=[O:40])=[CH:7][CH:6]=1)[CH3:2]. Procedure details: To a solution 4-(3-oxo-propyl)-)-benzoic acid ethyl ester (381 g, 1.85 mol), triethylsilane ((537 g, 4.62 mol) and 2-[2-(5-chloro-1 H-indol-2-yl)-ethyl]-isoindole-1,3-dione (500 g, 1.54 mol) in dichloromethane (4 L) was added trifloroacetic acid (878 g, 7.7 mol) during a period of 1 hour. Then, the reaction mixture was cooled to 0-10° C. A mixture of triethyl amine (778 g) and methanol (3 L) was added during a period of 45 min. The reaction mixture was stirred for 1 h at 0-10° C. and filtered. T... The reactants are BrC=1C=C2C=3N(C(C(NC3C1)=O)=O)C(CC2)CC(=O)O (9-bromo-5-carboxymethyl-6,7-dihydro-1H, 5H-pyrido[1,2,3-de]quinoxaline-2,3-dione), C(N)(=O)C1=CC=C(N)C=C1 (p-carbamoylaniline). Isolated yield 56.9%. RXN SMILES: [Br:1][C:2]1[CH:3]=[C:4]2[CH2:16][CH2:15][CH:14]([CH2:17][C:18](O)=[O:19])[N:6]3[C:7](=[O:13])[C:8](=[O:12])[NH:9][C:10]([CH:11]=1)=[C:5]23.[C:21]([C:24]1[CH:30]=[CH:29][C:27]([NH2:28])=[CH:26][CH:25]=1)(=[O:23])[NH2:22]>>[Br:1][C:2]1[CH:3]=[C:4]2[CH2:16][CH2:15][CH:14]([CH2:17][C:18](=[O:19])[NH:28][C:27]3[CH:29]=[CH:30][C:24]([C:21](=[O:23])[NH2:22])=[CH:25][CH:26]=3)[N:6]3[C:7](=[O:13])[C:8](=[O:12])[NH:9][C:10]([CH:11]=1)=[C:5]23. Yields the product BrC=1C=C2C=3N(C(C(NC3C1)=O)=O)C(CC2)CC(NC2=CC=C(C=C2)C(N)=O)=O (9-Bromo-5-(p-carbamoylphenylcarbamoylmethyl)-6,7-dihydro-1H, 5H-pyrido[1,2,3-de]quinoxaline-2,3-dione). Procedure: A procedure similar to that described in Example 52 was carried out with 9-bromo-5-carboxymethyl-6,7-dihydro-1H, 5H-pyrido[1,2,3-de]quinoxaline-2,3-dione (170 mg, 0.5 mmol) and p-carbamoylaniline (70 mg, 0.51 mmol) to give 130 mg of the title compound (57%): mp>270° C.; 1H NMR (270 MHz, DMSO-d6) δ12.05 (s, 1H), 10.23 (s, 1H), 7.85 (bs, 1H), 7.83 (d, 2H, J=8.6 Hz), 7.62 (d, 2H, J=8.6 Hz), 7.23 (bm, 2H), 7.17 (bs, 1H), 5.20~5.27 (m, 1H), 3.06 (ddd, 1H, J=17.1, 13.5, 4.5 Hz), 2.84 (dm, 1H, J=17.1 H...